This data is from the Open Reaction Database (ORD), a public repository of structured organic reaction records. The task is: describe an organic reaction: reactants, conditions, products, and yield Starting materials: C(C)C1=C(C=2N3C(C=CC=C13)=C(C2)C2=CC=C(C=C2)OCCN2CCCCC2)C2=CC=C(C=C2)OC (1-Ethyl-2-(4-methoxyphenyl)-4-[4-(2-piperidinoethoxy)phenyl]pyrrolo[2,1,5-cd]indolizine), Cl.[NH+]1=CC=CC=C1 (pyridinium hydrochloride), O (water), C(O)([O-])=O.[Na+] (sodium hydrogen carbonate). The solvent is CO (methanol), ClCCl (dichloromethane). Run at time 24 hour. Product: C(C)C1=C(C=2N3C(C=CC=C13)=C(C2)C2=CC=C(C=C2)OCCN2CCCCC2)C2=CC=C(C=C2)O (1-ethyl-2-(4-hydroxyphenyl)-4-[4-(2-piperidinoethoxy)phenyl]pyrrolo[2,1,5-cd]indolizine). Yield: 29.6%. RXN SMILES: [CH2:1]([C:3]1[C:11]2[N:6]3[C:7](=[C:12]([C:14]4[CH:19]=[CH:18][C:17]([O:20][CH2:21][CH2:22][N:23]5[CH2:28][CH2:27][CH2:26][CH2:25][CH2:24]5)=[CH:16][CH:15]=4)[CH:13]=[C:5]3[C:4]=1[C:29]1[CH:34]=[CH:33][C:32]([O:35]C)=[CH:31][CH:30]=1)[CH:8]=[CH:9][CH:10]=2)[CH3:2].Cl.[NH+]1C=CC=CC=1.O.C(=O)([O-])O.[Na+]>CO.ClCCl>[CH2:1]([C:3]1[C:11]2[N:6]3[C:7](=[C:12]([C:14]4[CH:15]=[CH:16][C:17]([O:20][CH2:21][CH2:22][N:23]5[CH2:24][CH2:25][CH2:26][CH2:27][CH2:28]5)=[CH:18][CH:19]=4)[CH:13]=[C:5]3[C:4]=1[C:29]1[CH:30]=[CH:31][C:32]([OH:35])=[CH:33][CH:34]=1)[CH:8]=[CH:9][CH:10]=2)[CH3:2] |f:1.2,4.5|. Procedure details: 1-Ethyl-2-(4-methoxyphenyl)-4-[4-(2-piperidinoethoxy)phenyl]pyrrolo[2,1,5-cd]indolizine (190 mg, 0.4 mmol) and pyridinium hydrochloride (462 mg, 4.0 mmol) was melted together at 170° C., and stirring was continued for 24 hours at 170° C. The mixture was cooled to room temperature and dissolved in 10 ml of methanol and 50 ml of dichloromethane. 100 ml of water and solid sodium hydrogen carbonate was added until pH=8. The aqueous layer was extracted with 10% of methanol in dichloromethane (2×50 ml... Reaction SMILES: [CH3:21][OH:22].[Li+:14].[NH2:1][c:2]1[cH:3][cH:4][n:5][c:6]([Cl:12])[c:7]1[C:8](=[O:9])[O:10][CH3:11].[O:15]1[CH2:16][CH2:17][O:18][CH2:19][CH2:20]1.[OH-:13].[OH2:23]>>[NH2:1][c:2]1[cH:3][cH:4][n:5][c:6]([Cl:12])[c:7]1[C:8](=[O:9])[OH:10]. Yields the product Nc1ccnc(Cl)c1C(=O)O. Starting materials: CO, [Li+], COC(=O)c1c(N)ccnc1Cl, C1COCCO1, [OH-], O.